From a dataset of the Open Reaction Database (ORD), a public repository of structured organic reaction records. describe an organic reaction: reactants, conditions, products, and yield Starting materials: C(C1=CC=CC=C1)ON1C(C(C(C1)C)O)=O (1-benzyloxy-3-hydroxy-4-methylpyrrolidin-2-one), C(C)(C)N(CC)C(C)C (diisopropylethylamine), FC(C(=O)OC(C(F)(F)F)=O)(F)F (Trifluoroacetic anhydride), CS(=O)C (dimethylsulphoxide). The solvent is ClCCl (dichloromethane), ClCCl (dichloromethane). Conditions: temperature -78 celsius, time 35 minute. Product: C(C1=CC=CC=C1)ON1C(C(C(C1)C)=O)=O (1-benzyloxy-4-methylpyrrolidin-2,3-dione). Yield: 79.1%. RXN SMILES: FC(F)(F)C(OC(=O)C(F)(F)F)=O.CS(C)=O.[CH2:18]([O:25][N:26]1[CH2:30][CH:29]([CH3:31])[CH:28]([OH:32])[C:27]1=[O:33])[C:19]1[CH:24]=[CH:23][CH:22]=[CH:21][CH:20]=1.C(N(C(C)C)CC)(C)C>ClCCl>[CH2:18]([O:25][N:26]1[CH2:30][CH:29]([CH3:31])[C:28](=[O:32])[C:27]1=[O:33])[C:19]1[CH:20]=[CH:21][CH:22]=[CH:23][CH:24]=1. Procedure: Trifluoroacetic anhydride (30 ml, 44 g, 212 mmol) in dry dichlcromethane (100 ml) was added dropwise over 15 min to a stirred solution of dimethylsulphoxide (16 ml, 17.6 g, 259 mmol) in dry dichloromethane (500 ml) at -78° C. under nitrogen. After a further 10 min 1-benzyloxy-3-hydroxy-4-methylpyrrolidin-2-one (10 g, 45 mmol) in dichloromethane (80 ml) was added via cannula to the cloudy solution. After 30 min diisopropylethylamine (56 ml, 42 g, 330 mmol) was added dropwise over 5 min, and the r... The reactants are OC1=CC=C2C(C(CSC2=C1)(CCC)C1=CC=C(C=C1)O)CCCCCCCCC(C(=O)O)CCCC(C(F)(F)F)(F)F (10-[(3RS,4RS)-7-hydroxy-3-(4-hydroxyphenyl)-3-propylthiochroman-4-yl]-2-(4,4,5,5,5-pentafluoropentyl)decanoic acid), FC(CCCC(C(=O)OCC)CCCCCCC=C)(C(F)(F)F)F (ethyl 2-(4,4,5,5,5,-pentafluoropentyl)-9-decenoate). The product is OC1=CC=C2C(C(CSC2=C1)(CCC)C1=CC=C(C=C1)O)CCCCCCCCCC(C(=O)O)CCCC(C(F)(F)F)(F)F (11-[(3RS,4RS)-7-hydroxy-3-(4-hydroxyphenyl)-3-propylthiochroman-4-yl]-2-(4,4,5,5,5,-pentafluoropentyl)undecanoic acid). RXN SMILES: [OH:1][C:2]1[CH:11]=[C:10]2[C:5]([CH:6]([CH2:22]CCCCCCCC(CCCC(F)(F)C(F)(F)F)C(O)=O)[C:7]([C:15]3[CH:20]=[CH:19][C:18]([OH:21])=[CH:17][CH:16]=3)([CH2:12][CH2:13][CH3:14])[CH2:8][S:9]2)=[CH:4][CH:3]=1.[F:44][C:45]([F:67])([C:63]([F:66])([F:65])[F:64])[CH2:46][CH2:47][CH2:48][CH:49]([CH2:55][CH2:56][CH2:57][CH2:58][CH2:59][CH2:60][CH:61]=[CH2:62])[C:50]([O:52]CC)=[O:51]>>[OH:1][C:2]1[CH:11]=[C:10]2[C:5]([CH:6]([CH2:22][CH2:62][CH2:61][CH2:60][CH2:59][CH2:58][CH2:57][CH2:56][CH2:55][CH:49]([CH2:48][CH2:47][CH2:46][C:45]([F:44])([F:67])[C:63]([F:64])([F:65])[F:66])[C:50]([OH:52])=[O:51])[C:7]([C:15]3[CH:16]=[CH:17][C:18]([OH:21])=[CH:19][CH:20]=3)([CH2:12][CH2:13][CH3:14])[CH2:8][S:9]2)=[CH:4][CH:3]=1. Reported procedure: Starting with the allyl compound prepared in Example 29 and ethyl 2-(4,4,5,5,5,-pentafluoropentyl)-9-decenoate prepared separately, the same procedure as shown in Example 13 was repeated to give 11-[(3RS,4RS)-7-hydroxy-3-(4-hydroxyphenyl)-3-propylthiochroman-4-yl]-2-(4,4,5,5,5,-pentafluoropentyl)undecanoic acid. The reactants are CNC(=O)C=1C(=CC=CC1)C (N-methyl-o-toluamide), COC1=C(C#N)C=C(C(=C1)OC)OC (2,4,5-trimethoxybenzonitrile), P(=O)(Cl)(Cl)Cl (phosphorous oxychloride). Yields the product ClC1=NC(=CC2=CC=CC=C12)C1=C(C=C(C(=C1)OC)OC)OC (1-chloro-3-(2,4,5-trimethoxyphenyl)isoquinoline). RXN SMILES: [CH3:1][NH:2][C:3]([C:5]1[C:6]([CH3:11])=[CH:7][CH:8]=[CH:9][CH:10]=1)=O.[CH3:12][O:13][C:14]1[CH:21]=[C:20]([O:22][CH3:23])[C:19]([O:24][CH3:25])=[CH:18][C:15]=1C#N.P(Cl)(Cl)([Cl:28])=O>>[Cl:28][C:3]1[C:5]2[C:6](=[CH:7][CH:8]=[CH:9][CH:10]=2)[CH:11]=[C:1]([C:15]2[CH:18]=[C:19]([O:24][CH3:25])[C:20]([O:22][CH3:23])=[CH:21][C:14]=2[O:13][CH3:12])[N:2]=1. Procedure details: 3-(2,4,5-Trimethoxyphenyl)isoquinolin-1-one obtained by reacting N-methyl-o-toluamide (1.50 g) and 2,4,5-trimethoxybenzonitrile (1.93 g) according to Example 10-1 was reacted with phosphorous oxychloride (10 ml) according to Example 10-2, to give 1-chloro-3-(2,4,5-trimethoxyphenyl)isoquinoline, which was then reacted with N-ethylpiperazine (15 ml) at 120° C. for 5 hr. The reaction solution was evaporated, and to the resulting residue were added ethyl acetate and water. The resulting organic laye... Reactants: CCOC(=O)CNC(=O)c1c(O)c2ccc(Br)cc2oc1=O, C[Sn](C)(C)C, CN(C)C=O, CCOC(C)=O, Cl[Pd]Cl, c1ccc(P(c2ccccc2)c2ccccc2)cc1, c1ccc(P(c2ccccc2)c2ccccc2)cc1. Product: CCOC(=O)CNC(=O)c1c(O)c2ccc(C)cc2oc1=O. RXN SMILES: [CH2:1]([CH3:2])[O:3][C:4]([CH2:5][NH:6][C:7](=[O:8])[c:9]1[c:10](=[O:21])[o:11][c:12]2[cH:13][c:14]([Br:20])[cH:15][cH:16][c:17]2[c:18]1[OH:19])=[O:22].[CH3:23][Sn:24]([CH3:25])([CH3:26])[CH3:27].[CH3:28][N:29]([CH3:30])[CH:31]=[O:32].[CH3:33][CH2:34][O:35][C:36](=[O:37])[CH3:38].[Pd:39]([Cl:40])[Cl:41].[c:42]1([P:43]([c:44]2[cH:45][cH:46][cH:47][cH:48][cH:49]2)[c:50]2[cH:51][cH:52][cH:53][cH:54][cH:55]2)[cH:56][cH:57][cH:58][cH:59][cH:60]1.[c:61]1([P:62]([c:63]2[cH:64][cH:65][cH:66][cH:67][cH:68]2)[c:69]2[cH:70][cH:71][cH:72][cH:73][cH:74]2)[cH:75][cH:76][cH:77][cH:78][cH:79]1>>[CH2:1]([CH3:2])[O:3][C:4]([CH2:5][NH:6][C:7](=[O:8])[c:9]1[c:10](=[O:21])[o:11][c:12]2[cH:13][c:14]([CH3:23])[cH:15][cH:16][c:17]2[c:18]1[OH:19])=[O:22]. The reactants are C(C)(C)(C)C=1SC2=C(N1)C=C(C(=C2)[N+](=O)[O-])N2CCOCC2 (2-tert-butyl-5-[morpholin-4-yl]-6-nitrobenzothiazole). Reagents/catalysts: [Ni] (Raney Nickel). Solvent: CO (methanol). Yields the product NC1=CC2=C(N=C(S2)C(C)(C)C)C=C1N1CCOCC1 (6-amino-2-tert-butyl-5-morpholinobenzothiazole). Reaction SMILES: [C:1]([C:5]1[S:6][C:7]2[CH:13]=[C:12]([N+:14]([O-])=O)[C:11]([N:17]3[CH2:22][CH2:21][O:20][CH2:19][CH2:18]3)=[CH:10][C:8]=2[N:9]=1)([CH3:4])([CH3:3])[CH3:2]>CO.[Ni]>[NH2:14][C:12]1[C:11]([N:17]2[CH2:18][CH2:19][O:20][CH2:21][CH2:22]2)=[CH:10][C:8]2[N:9]=[C:5]([C:1]([CH3:4])([CH3:3])[CH3:2])[S:6][C:7]=2[CH:13]=1. Procedure details: A solution of 173 g of 2-tert-butyl-5-[morpholin-4-yl]-6-nitrobenzothiazole in 5000 ml of methanol is hydrogenated in presence of 40 g of Raney Nickel at room temperature. After removing the catalyst the solution is concentrated and the solid filtered to give 6-amino-2-tert-butyl-5-morpholinobenzothiazole, melting at 158°-159°.